Task: describe an organic reaction: reactants, conditions, products, and yield. Dataset: the Open Reaction Database (ORD), a public repository of structured organic reaction records The reactants are C(C)(C)(C)OCl (t-Butylhypochlorite), C(C=C)C1C(CCCC1=O)=O (2-allyl-1,3-cyclohexanedione). The solvent is CO (methanol). Yields the product ClC1(C(CCCC1=O)=O)CC=C (2-chloro-2-allyl-1,3-cyclohexanedione). Isolated yield 91.1%. As a reaction SMILES: C(O[Cl:6])(C)(C)C.[CH2:7]([CH:10]1[C:15](=[O:16])[CH2:14][CH2:13][CH2:12][C:11]1=[O:17])[CH:8]=[CH2:9]>CO>[Cl:6][C:10]1([CH2:7][CH:8]=[CH2:9])[C:11](=[O:17])[CH2:12][CH2:13][CH2:14][C:15]1=[O:16]. Procedure: t-Butylhypochlorite (104.6 g, 0196 mol) was added dropwise to a solution of 2-allyl-1,3-cyclohexanedione (132 g, 0.87 mol) in 650 ml of methanol at 0° C. The temperature was not allowed to rise above 20° C. The methanol was removed at reduced pressure in a 40° water bath and the residual oil was taken up in benzene. The benzene solution was washed with 5 percent sodium thiosulfate (3×250 ml), 5 percent sodium bicarbonate (3×250 ml) and water (1×250 ml). Evaporation of the benzene gave 148 g (91 ... Reactants: C1COCCN1, O=[N+]([O-])c1ccc(C=NNc2ccc(Cl)nn2)cc1, O. Product: O=[N+]([O-])c1ccc(C=NNc2ccc(N3CCOCC3)nn2)cc1. As a reaction SMILES: [CH2:20]1[CH2:21][O:22][CH2:23][CH2:24][NH:25]1.[N+:1](=[O:2])([O-:3])[c:4]1[cH:5][cH:6][c:7]([CH:8]=[N:9][NH:10][c:11]2[n:12][n:13][c:14]([Cl:17])[cH:15][cH:16]2)[cH:18][cH:19]1.[OH2:26]>>[N+:1](=[O:2])([O-:3])[c:4]1[cH:5][cH:6][c:7]([CH:8]=[N:9][NH:10][c:11]2[n:12][n:13][c:14]([N:25]3[CH2:20][CH2:21][O:22][CH2:23][CH2:24]3)[cH:15][cH:16]2)[cH:18][cH:19]1. The reactants are CN1CCC(=CC1)C1=CNC2=CC=C(C=C12)OC(F)(F)F (3-(1-methyl-1,2,3,6-tetrahydro-4-pyridinyl)-5-trifluoromethoxy-1H-indole), C(C1=CC=CC=C1)(=O)Cl (benzoyl chloride). The product is C(C1=CC=CC=C1)(=O)N1C=C(C2=CC(=CC=C12)OC(F)(F)F)C=1CCN(CC1)C (1-Benzoyl-3-(1-methyl-1,2,3,6-tetrahydro-4-pyridinyl)-5-trifluoromethoxyindole). RXN SMILES: [CH3:1][N:2]1[CH2:7][CH:6]=[C:5]([C:8]2[C:16]3[C:11](=[CH:12][CH:13]=[C:14]([O:17][C:18]([F:21])([F:20])[F:19])[CH:15]=3)[NH:10][CH:9]=2)[CH2:4][CH2:3]1.[C:22](Cl)(=[O:29])[C:23]1[CH:28]=[CH:27][CH:26]=[CH:25][CH:24]=1>>[C:22]([N:10]1[C:11]2[C:16](=[CH:15][C:14]([O:17][C:18]([F:21])([F:19])[F:20])=[CH:13][CH:12]=2)[C:8]([C:5]2[CH2:4][CH2:3][N:2]([CH3:1])[CH2:7][CH:6]=2)=[CH:9]1)(=[O:29])[C:23]1[CH:28]=[CH:27][CH:26]=[CH:25][CH:24]=1. Procedure details: (9.3 mg, 32%); from 3-(1-methyl-1,2,3,6-tetrahydro-4-pyridinyl)-5-trifluoromethoxy-1H-indole (Example 4h, 20 mg, 0.068 mmol) and benzoyl chloride (15.0 mg, 0.107 mmol), HRMS-FAB+ for C22H19N2O2F3, calculated MH+ : 401.14767; found: 401.14761. Starting materials: CC(=O)OC(C)=O, CC1=C2CCC3C4CCC(=O)C4(C)CCC3C2(CO)CCC1=O, c1ccncc1. Yields the product CC(=O)[O-], CC1=C2CCC3C4CCC(=O)C4(C)CCC3C2(CO)CCC1=O. RXN SMILES: [CH3:24][C:25](=[O:26])[O:27][C:28](=[O:29])[CH3:30].[OH:1][CH2:2][C:3]12[CH2:4][CH2:5][C:6](=[O:23])[C:7]([CH3:22])=[C:8]1[CH2:9][CH2:10][CH:11]1[CH:12]3[CH2:13][CH2:14][C:15](=[O:21])[C:16]3([CH3:17])[CH2:18][CH2:19][CH:20]21.[cH:31]1[cH:32][cH:33][n:34][cH:35][cH:36]1>>[CH3:24][C:25](=[O:26])[O-:27].[OH:1][CH2:2][C:3]12[CH2:4][CH2:5][C:6](=[O:23])[C:7]([CH3:22])=[C:8]1[CH2:9][CH2:10][CH:11]1[CH:12]3[CH2:13][CH2:14][C:15](=[O:21])[C:16]3([CH3:17])[CH2:18][CH2:19][CH:20]21. Starting materials: C1(=CC=CC=C1)C(N1CC(C1)OS(=O)(=O)C)C1=CC=CC=C1 (1-(diphenylmethyl)-3-methanesulfonyloxy-azetidine), S(C)(=O)(=O)[O-] (mesylate), ClC1=C(C=2CCCC2C=C1)O (5-chloro-2,3-dihydro-1H-inden-4-ol), [Na] (sodium). Solvent: CC(CC(C)=O)C (4-methyl-2-pentanone). Conditions: temperature 120 celsius, time 64 hour. The product is ClC=1C(=C2CCCC2=CC1)OC1CN(C1)C(C1=CC=CC=C1)C1=CC=CC=C1 (3-[(5-chloro-2,3-dihydro-1H-inden-4-yl)oxy]-1-(diphenylmethyl)-azetidine). Isolated yield 91.4%. RXN SMILES: [Cl:1][C:2]1[CH:10]=[CH:9][C:8]2[CH2:7][CH2:6][CH2:5][C:4]=2[C:3]=1[OH:11].[Na].[C:13]1([CH:19]([C:29]2[CH:34]=[CH:33][CH:32]=[CH:31][CH:30]=2)[N:20]2[CH2:23][CH:22](OS(C)(=O)=O)[CH2:21]2)[CH:18]=[CH:17][CH:16]=[CH:15][CH:14]=1.S([O-])(=O)(=O)C>CC(C)CC(=O)C>[Cl:1][C:2]1[C:3]([O:11][CH:22]2[CH2:23][N:20]([CH:19]([C:13]3[CH:18]=[CH:17][CH:16]=[CH:15][CH:14]=3)[C:29]3[CH:34]=[CH:33][CH:32]=[CH:31][CH:30]=3)[CH2:21]2)=[C:4]2[C:8](=[CH:9][CH:10]=1)[CH2:7][CH2:6][CH2:5]2 |^1:11|. Procedure: 2 g of 5-chloro-2,3-dihydro-1H-inden-4-ol were stirred in 75 ml of a 2N sodium hydroxyde solution for 1 hour. To the clear solution were added 75 ml of 4-methyl-2-pentanone and 3.76 g of 1-(diphenylmethyl)-3-methanesulfonyloxy-azetidine and the mixture was heated in an oil bath at 120° C. for 3.5 hours. Then another 2 g of mesylate were added and heating was continued for 64 hours. The upper layer was separated and washed with water. Evaporation in vacuo and chromatography with toluene/ethyl ace... RXN SMILES: [N+:1]([C:4]1[CH:5]=[C:6]([C:10]2[CH:15]=[CH:14][N:13]=[CH:12][C:11]=2[CH2:16][C:17](=O)C=C)[CH:7]=[CH:8][CH:9]=1)([O-:3])=[O:2].[NH2:21]/[C:22](/[CH3:33])=[CH:23]\[C:24]([O:26][CH2:27]/[CH:28]=[CH:29]/[CH:30]=[CH:31]/[CH3:32])=[O:25].C(=O)([O-])O.[Na+].O1CCO[CH2:41][CH2:40]1>[Cl-].[Zn+2].[Cl-]>[CH3:33][C:22]1[NH:21][C:40]([CH3:41])=[C:15]([C:14]2[CH:17]=[CH:16][CH:11]=[CH:12][N:13]=2)[CH:10]([C:6]2[CH:7]=[CH:8][CH:9]=[C:4]([N+:1]([O-:3])=[O:2])[CH:5]=2)[C:23]=1[C:24]([O:26][CH2:27]/[CH:28]=[CH:29]/[CH:30]=[CH:31]/[CH3:32])=[O:25] |f:2.3,5.6.7|. Yields the product CC=1NC(=C(C(C1C(=O)OC\C=C\C=C\C)C1=CC(=CC=C1)[N+](=O)[O-])C1=NC=CC=C1)C ((2E, 4E)-2,4-hexadiene-1-yl 1,4-dihydro-2,6-dimethyl-4-(3-nitrophenyl)-5-pyridylpyridine-3-carboxylate). Procedure: 268 mg (1 mmol) of 4-(3-nitrophenyl)-3-pyridyl-3-butene-2-one, 905 mg (5 mmol) of (2E,4E)-2,4-hexadiene-1-yl 3-aminocrotonate, 273 mg (2 mmol) of zinc chloride, and 500 mg of Molecular Shieves 4A were added to 1,4-dioxane. This reaction mixture was refluxed with application of heat in an inert atmoshpere for 5 hours. The reaction mixture was then cooled to room temperature and neutralized with a saturated aqueous solution of sodium hydrogencarbonate, followed b extraction with chloroform. The so... Reactants: [N+](=O)([O-])C=1C=C(C=CC1)C1=C(C=NC=C1)CC(C=C)=O (4-(3-nitrophenyl)-3-pyridyl-3-butene-2-one), N\C(=C/C(=O)OC\C=C\C=C\C)\C ((2E,4E)-2,4-hexadiene-1-yl 3-aminocrotonate), 4A, O1CCOCC1 (1,4-dioxane), C(O)([O-])=O.[Na+] (sodium hydrogencarbonate). The reagents and catalysts are [Cl-].[Zn+2].[Cl-] (zinc chloride). The reactants are CO, [Na+], [OH-], O=CN1CCC(Cn2ccnc2CNC(c2ccccc2)(c2ccccc2)c2ccccc2)CC1. Yields the product c1ccc(C(NCc2nccn2CC2CCNCC2)(c2ccccc2)c2ccccc2)cc1. As a reaction SMILES: [CH3:38][OH:39].[Na+:37].[OH-:36].[c:1]1([C:7]([c:8]2[cH:9][cH:10][cH:11][cH:12][cH:13]2)([c:14]2[cH:15][cH:16][cH:17][cH:18][cH:19]2)[NH:20][CH2:21][c:22]2[n:23]([CH2:27][CH:28]3[CH2:29][CH2:30][N:31]([CH:34]=[O:35])[CH2:32][CH2:33]3)[cH:24][cH:25][n:26]2)[cH:2][cH:3][cH:4][cH:5][cH:6]1>>[c:1]1([C:7]([c:8]2[cH:9][cH:10][cH:11][cH:12][cH:13]2)([c:14]2[cH:15][cH:16][cH:17][cH:18][cH:19]2)[NH:20][CH2:21][c:22]2[n:23]([CH2:27][CH:28]3[CH2:29][CH2:30][NH:31][CH2:32][CH2:33]3)[cH:24][cH:25][n:26]2)[cH:2][cH:3][cH:4][cH:5][cH:6]1.